Task: describe an organic reaction: reactants, conditions, products, and yield. Dataset: the Open Reaction Database (ORD), a public repository of structured organic reaction records The reactants are BrC=1C=C(C=C(C1)Br)O (3,5-Dibromophenol), COC1=CC=C(CBr)C=C1 (4-methoxybenzyl bromide), C([O-])([O-])=O.[K+].[K+] (potassium carbonate). Solvent: CC(=O)C (acetone). The product is BrC1=CC(=CC(=C1)OCC1=CC=C(C=C1)OC)Br (1,3-Dibromo-5-(4-methoxy-benzyloxy)-benzene). Isolated yield 81.9%. RXN SMILES: [Br:1][C:2]1[CH:3]=[C:4]([OH:9])[CH:5]=[C:6]([Br:8])[CH:7]=1.[CH3:10][O:11][C:12]1[CH:19]=[CH:18][C:15]([CH2:16]Br)=[CH:14][CH:13]=1.C(=O)([O-])[O-].[K+].[K+]>CC(C)=O>[Br:1][C:2]1[CH:3]=[C:4]([O:9][CH2:16][C:15]2[CH:18]=[CH:19][C:12]([O:11][CH3:10])=[CH:13][CH:14]=2)[CH:5]=[C:6]([Br:8])[CH:7]=1 |f:2.3.4|. Procedure details: 3,5-Dibromophenol (10.0 g), 4-methoxybenzyl bromide (8.8 g) and potassium carbonate (27.3 g) were combined in acetone (300 mL) and refluxed for 3 h. Then the insoluble material was removed by filtration, the filtrate was concentrated under reduced pressure and the resulting crude oil was purified on a silica gel column using ethyl acetate and hexanes to give light yellow oil which was then crystallized from hexanes to give the title compound (12.1 g, 82% yield). HRMS calcd for C14H12O2Br2 M+ 369... Starting materials: CC#N, O=C=NS(=O)(=O)c1ccccc1[N+](=O)[O-], Cc1cc(C)c(C#N)c(N)n1. Yields the product Cc1cc(C)c(C#N)c(NC(=O)NS(=O)(=O)c2ccccc2[N+](=O)[O-])n1. Reaction SMILES: [CH3:27][C:28]#[N:29].[N+:12](=[O:13])([O-:14])[c:15]1[c:16]([S:21](=[O:22])(=[O:23])[N:24]=[C:25]=[O:26])[cH:17][cH:18][cH:19][cH:20]1.[NH2:1][c:2]1[n:3][c:4]([CH3:11])[cH:5][c:6]([CH3:10])[c:7]1[C:8]#[N:9]>>[NH:1]([c:2]1[n:3][c:4]([CH3:11])[cH:5][c:6]([CH3:10])[c:7]1[C:8]#[N:9])[C:25]([NH:24][S:21]([c:16]1[c:15]([N+:12](=[O:13])[O-:14])[cH:20][cH:19][cH:18][cH:17]1)(=[O:22])=[O:23])=[O:26]. Starting materials: O.C1(=CC=C(C=C1)S(=O)(=O)O)C (p-toluenesulfonic acid hydrate), Cl.CC1=NC2=C(N1C1CCOCC1)C=CC(=C2)C(=O)O (2-methyl-1-(tetrahydropyran-4-yl)benzimidazole-5-carboxylic acid HCl salt), NC1=C(C=CC(=C1)C)O (2-amino-4-methylphenol), CCN=C=NCCCN(C)C (WSC). Run in C1(=CC=CC=C1)C (toluene), CN(C)C=O (DMF), O (water). Product: CC=1C=CC2=C(N=C(O2)C2=CC3=C(N(C(=N3)C)C3CCOCC3)C=C2)C1 (5-(5-methylbenzoxazol-2-yl)-2-methyl-1-(tetrahydropyran-4-yl)benzimidazole). The yield is 28.5%. RXN SMILES: Cl.[CH3:2][C:3]1[N:7]([CH:8]2[CH2:13][CH2:12][O:11][CH2:10][CH2:9]2)[C:6]2[CH:14]=[CH:15][C:16]([C:18]([OH:20])=O)=[CH:17][C:5]=2[N:4]=1.[NH2:21][C:22]1[CH:27]=[C:26]([CH3:28])[CH:25]=[CH:24][C:23]=1O.CCN=C=NCCCN(C)C.O.C1(C)C=CC(S(O)(=O)=O)=CC=1>C1(C)C=CC=CC=1.O.CN(C=O)C>[CH3:28][C:26]1[CH:25]=[CH:24][C:23]2[O:20][C:18]([C:16]3[CH:15]=[CH:14][C:6]4[N:7]([CH:8]5[CH2:9][CH2:10][O:11][CH2:12][CH2:13]5)[C:3]([CH3:2])=[N:4][C:5]=4[CH:17]=3)=[N:21][C:22]=2[CH:27]=1 |f:0.1,4.5|. Procedure: 2-methyl-1-(tetrahydropyran-4-yl)benzimidazole-5-carboxylic acid HCl salt (see Working Example 4-3) (0.25 g, 0.96 mmol), 2-amino-4-methylphenol (0.13 g, 1.05 mmol), anhydrous DMF (500 mL) and WSC (0.22 g, 1.14 mmol) were stirred for 3 hours at room temperature. After the reaction was complete, water (50 mL) was added, the precipitated crystals were filtered off, and the filter residue was extracted with water/chloroform. After the organic layer was dried over anhydrous sodium sulfate, filtration... Reactants: [BH4-], COc1cc(C=O)ccc1OCc1nc(-c2cccc([N+](=O)[O-])c2)oc1C, [Na+], C1CCOC1, O. The product is COc1cc(CO)ccc1OCc1nc(-c2cccc([N+](=O)[O-])c2)oc1C. RXN SMILES: [BH4-:28].[CH3:1][O:2][c:3]1[cH:4][c:5]([CH:6]=[O:7])[cH:8][cH:9][c:10]1[O:11][CH2:12][c:13]1[n:14][c:15](-[c:19]2[cH:20][c:21]([N+:25](=[O:26])[O-:27])[cH:22][cH:23][cH:24]2)[o:16][c:17]1[CH3:18].[Na+:29].[O:31]1[CH2:32][CH2:33][CH2:34][CH2:35]1.[OH2:30]>>[CH3:1][O:2][c:3]1[cH:4][c:5]([CH2:6][OH:7])[cH:8][cH:9][c:10]1[O:11][CH2:12][c:13]1[n:14][c:15](-[c:19]2[cH:20][c:21]([N+:25](=[O:26])[O-:27])[cH:22][cH:23][cH:24]2)[o:16][c:17]1[CH3:18].